Dataset: the Open Reaction Database (ORD), a public repository of structured organic reaction records. Task: describe an organic reaction: reactants, conditions, products, and yield Starting materials: O=C([O-])[O-], COCCOC, CNc1cc(-c2cnc3cc(Cl)ccn23)cc(Cl)n1, [Na+], [Na+], O, OB(O)c1ccccc1, Cl[Pd]Cl, c1ccc(P(c2ccccc2)c2ccccc2)cc1, c1ccc(P(c2ccccc2)c2ccccc2)cc1. Yields the product CNc1cc(-c2cnc3cc(Cl)ccn23)cc(-c2ccccc2)n1. As a reaction SMILES: [C:30](=[O:31])([O-:32])[O-:33].[CH3:36][O:37][CH2:38][CH2:39][O:40][CH3:41].[Cl:1][c:2]1[cH:3][c:4](-[c:10]2[cH:11][n:12][c:13]3[n:14]2[cH:15][cH:16][c:17]([Cl:19])[cH:18]3)[cH:5][c:6]([NH:8][CH3:9])[n:7]1.[Na+:34].[Na+:35].[OH2:29].[OH:20][B:21]([OH:22])[c:23]1[cH:24][cH:25][cH:26][cH:27][cH:28]1.[Pd:42]([Cl:43])[Cl:44].[c:45]1([P:46]([c:47]2[cH:48][cH:49][cH:50][cH:51][cH:52]2)[c:53]2[cH:54][cH:55][cH:56][cH:57][cH:58]2)[cH:59][cH:60][cH:61][cH:62][cH:63]1.[c:64]1([P:65]([c:66]2[cH:67][cH:68][cH:69][cH:70][cH:71]2)[c:72]2[cH:73][cH:74][cH:75][cH:76][cH:77]2)[cH:78][cH:79][cH:80][cH:81][cH:82]1>>[c:2]1(-[c:23]2[cH:24][cH:25][cH:26][cH:27][cH:28]2)[cH:3][c:4](-[c:10]2[cH:11][n:12][c:13]3[n:14]2[cH:15][cH:16][c:17]([Cl:19])[cH:18]3)[cH:5][c:6]([NH:8][CH3:9])[n:7]1.